This data is from the Open Reaction Database (ORD), a public repository of structured organic reaction records. The task is: describe an organic reaction: reactants, conditions, products, and yield The reactants are CCN=C=NCCCN(C)C, NC1CC1, ClCCl, Cl, Oc1cccc2[nH]nnc12, O=C(O)c1n[nH]c2c1C=CC(c1ccccc1)(c1ccccc1)C2. Product: O=C(NC1CC1)c1n[nH]c2c1C=CC(c1ccccc1)(c1ccccc1)C2. RXN SMILES: [CH2:30]([N:31]=[C:32]=[N:33][CH2:34][CH2:35][CH2:36][N:37]([CH3:38])[CH3:39])[CH3:40].[CH:25]1([NH2:28])[CH2:26][CH2:27]1.[Cl:51][CH2:52][Cl:53].[ClH:29].[OH:41][c:42]1[c:43]2[n:44][n:45][nH:46][c:47]2[cH:48][cH:49][cH:50]1.[c:1]1([C:7]2([c:19]3[cH:20][cH:21][cH:22][cH:23][cH:24]3)[CH:8]=[CH:9][c:10]3[c:11]([C:16](=[O:17])[OH:18])[n:12][nH:13][c:14]3[CH2:15]2)[cH:2][cH:3][cH:4][cH:5][cH:6]1>>[c:1]1([C:7]2([c:19]3[cH:20][cH:21][cH:22][cH:23][cH:24]3)[CH:8]=[CH:9][c:10]3[c:11]([C:16](=[O:18])[NH:28][CH:25]4[CH2:26][CH2:27]4)[n:12][nH:13][c:14]3[CH2:15]2)[cH:2][cH:3][cH:4][cH:5][cH:6]1. Run at temperature 60 celsius, time 4 hour. The yield is 82.8%. Solvent: O1CCCC1 (tetrahydrofuran), O (water). Reaction SMILES: [H-].[Al+3].[Li+].[H-].[H-].[H-].[Cl-].[Al+3].[Cl-].[Cl-].[C:11]([C:19]1[CH:24]=[CH:23][C:22]([CH2:25][C:26]2[CH:31]=[CH:30][C:29]([C:32](=O)[C:33]3[CH:38]=[CH:37][CH:36]=[CH:35][CH:34]=3)=[CH:28][CH:27]=2)=[CH:21][CH:20]=1)(=O)[C:12]1[CH:17]=[CH:16][CH:15]=[CH:14][CH:13]=1.C(OCC)(=O)C>O1CCCC1.O>[C:12]1([CH2:11][C:19]2[CH:24]=[CH:23][C:22]([CH2:25][C:26]3[CH:27]=[CH:28][C:29]([CH2:32][C:33]4[CH:34]=[CH:35][CH:36]=[CH:37][CH:38]=4)=[CH:30][CH:31]=3)=[CH:21][CH:20]=2)[CH:13]=[CH:14][CH:15]=[CH:16][CH:17]=1 |f:0.1.2.3.4.5,6.7.8.9|. Procedure: In a 5-liter four-necked flask equipped with a stirring device, a thermometer, a condenser and a nitrogen substituting device, 54.4 g of lithium aluminum hydride and 382.6 g of aluminum chloride were introduced slowly in 2.0 liters of tetrahydrofuran to make a mixed solution, to which 150 g of 1,1-bis(4-benzoylphenyl)methane was added at room temperature and then heated for 1 hour at 60° C. and then stirred for 4 hours with maintaining the temperature. After the end of the reaction was confirmed... Yields the product C1(=CC=CC=C1)CC1=CC=C(C=C1)CC1=CC=C(C=C1)CC1=CC=CC=C1 (1,1-bis(4-(1-phenylmethyl)phenyl)methane). The reactants are C(C1=CC=CC=C1)(=O)C1=CC=C(C=C1)CC1=CC=C(C=C1)C(C1=CC=CC=C1)=O (1,1-bis(4-benzoylphenyl)methane), C(C)(=O)OCC (ethyl acetate), [H-].[Al+3].[Li+].[H-].[H-].[H-] (lithium aluminum hydride), [Cl-].[Al+3].[Cl-].[Cl-] (aluminum chloride).